This data is from the Open Reaction Database (ORD), a public repository of structured organic reaction records. The task is: describe an organic reaction: reactants, conditions, products, and yield Product: O=C(O)c1ccc(O)c2[nH]c(-c3ccc(F)cc3)nc12. RXN SMILES: [CH2:25]1[O:26][CH2:27][CH2:28][CH2:29]1.[CH3:1][O:2][C:3](=[O:4])[c:5]1[cH:6][cH:7][c:8]([OH:21])[c:9]2[nH:10][c:11](-[c:14]3[cH:15][cH:16][c:17]([F:20])[cH:18][cH:19]3)[n:12][c:13]12.[Li+:23].[OH-:22].[OH2:24]>>[O:2]=[C:3]([OH:4])[c:5]1[cH:6][cH:7][c:8]([OH:21])[c:9]2[nH:10][c:11](-[c:14]3[cH:15][cH:16][c:17]([F:20])[cH:18][cH:19]3)[n:12][c:13]12. The reactants are C1CCOC1, COC(=O)c1ccc(O)c2[nH]c(-c3ccc(F)cc3)nc12, [Li+], [OH-], O. The reactants are C1CCOC1, CCOC(C)=O, CO, CC(=O)c1cc2cc([N+](=O)[O-])cnc2[nH]1, O. Yields the product CC(O)c1cc2cc([N+](=O)[O-])cnc2[nH]1. Reaction SMILES: [CH2:23]1[O:24][CH2:25][CH2:26][CH2:27]1.[CH3:17][CH2:18][O:19][C:20](=[O:21])[CH3:22].[CH3:28][OH:29].[N+:1](=[O:2])([O-:3])[c:4]1[cH:5][c:6]2[c:7]([n:8][cH:9]1)[nH:10][c:11]([C:13]([CH3:14])=[O:15])[cH:12]2.[OH2:16]>>[N+:1](=[O:2])([O-:3])[c:4]1[cH:5][c:6]2[c:7]([n:8][cH:9]1)[nH:10][c:11]([CH:13]([CH3:14])[OH:15])[cH:12]2.